Dataset: the Open Reaction Database (ORD), a public repository of structured organic reaction records. Task: describe an organic reaction: reactants, conditions, products, and yield Starting materials: C(C)(C)(C)OC(=O)N1CCC2=C(CC1)C=CC(=C2)NC2=NN1C(C(=CC=C1)C1=CC(=CC=C1)C(F)(F)F)=N2 (7-[8-(3-trifluoromethyl-phenyl)-[1,2,4]triazolo[1,5-a]pyridin-2-ylamino]-1,2,4,5-tetrahydro-3-benzazepine-3-carboxylic acid tert-butyl ester), FC(C(=O)O)(F)F (trifluoroacetic acid). The product is C1CNCCC2=C1C=CC(=C2)NC2=NN1C(C(=CC=C1)C1=CC(=CC=C1)C(F)(F)F)=N2 ((2,3,4,5-Tetrahydro-1H-3-benzazepin-7yl)-[8-(3-trifluoromethyl-phenyl)-[1,2,4]triazolo[1,5-a]pyridin-2-yl]-amine), product. Yield: 44.0%. As a reaction SMILES: C(OC([N:8]1[CH2:14][CH2:13][C:12]2[CH:15]=[CH:16][C:17]([NH:19][C:20]3[N:38]=[C:23]4[C:24]([C:28]5[CH:33]=[CH:32][CH:31]=[C:30]([C:34]([F:37])([F:36])[F:35])[CH:29]=5)=[CH:25][CH:26]=[CH:27][N:22]4[N:21]=3)=[CH:18][C:11]=2[CH2:10][CH2:9]1)=O)(C)(C)C.FC(F)(F)C(O)=O>>[CH2:13]1[C:12]2[CH:15]=[CH:16][C:17]([NH:19][C:20]3[N:38]=[C:23]4[C:24]([C:28]5[CH:33]=[CH:32][CH:31]=[C:30]([C:34]([F:35])([F:37])[F:36])[CH:29]=5)=[CH:25][CH:26]=[CH:27][N:22]4[N:21]=3)=[CH:18][C:11]=2[CH2:10][CH2:9][NH:8][CH2:14]1. Reported procedure: (2,3,4,5-Tetrahydro-1H-3-benzazepin-7yl)-[8-(3-trifluoromethyl-phenyl)-[1,2,4]triazolo[1,5-a]pyridin-2-yl]-amine was prepared from 7-[8-(3-trifluoromethyl-phenyl)-[1,2,4]triazolo[1,5-a]pyridin-2-ylamino]-1,2,4,5-tetrahydro-3-benzazepine-3-carboxylic acid tert-butyl ester (0.203 g, 388 mmol) and trifluoroacetic acid (1 mL) in a manner analogous to Example 312 to give product (0.072 g, 44%). MP=88-91° C. 1H NMR (400 MHz, (D3C)2SO, δ, ppm): 9.55 (s, 1H), 8.83 (d, 1H), 8.65 (s, 1H), 8.40 (d, 1H), 7.... Starting materials: N1=CC=C(C=C1)C1=CC=C(N=N1)N (6-(Pyridin-4-yl)pyridazin-3-amine), BrC=1C(NN=C(C1)Cl)=O (4-bromo-6-chloropyridazin-3(2H)-one), C([O-])([O-])=O.[Cs+].[Cs+] (cesium carbonate), CC1(C2=C(C(=CC=C2)P(C3=CC=CC=C3)C4=CC=CC=C4)OC5=C(C=CC=C51)P(C6=CC=CC=C6)C7=CC=CC=C7)C (Xantphos). Reagents/catalysts: C=1C=CC(=CC1)/C=C/C(=O)/C=C/C2=CC=CC=C2.C=1C=CC(=CC1)/C=C/C(=O)/C=C/C2=CC=CC=C2.C=1C=CC(=CC1)/C=C/C(=O)/C=C/C2=CC=CC=C2.[Pd].[Pd] (tris(dibenzylideneacetone)dipalladium(0)). Run in O1CCOCC1 (1,4-dioxane). Run at temperature 130 celsius. Product: ClC=1C=C(C(NN1)=O)NC=1N=NC(=CC1)C1=CC=NC=C1 (6-Chloro-4-(6-(pyridin-4-yl)pyridazin-3-ylamino)pyridazin-3(2H)-one). Yield: 41.1%. RXN SMILES: [N:1]1[CH:6]=[CH:5][C:4]([C:7]2[N:12]=[N:11][C:10]([NH2:13])=[CH:9][CH:8]=2)=[CH:3][CH:2]=1.Br[C:15]1[C:16](=[O:22])[NH:17][N:18]=[C:19]([Cl:21])[CH:20]=1.C(=O)([O-])[O-].[Cs+].[Cs+].CC1(C)C2C(=C(P(C3C=CC=CC=3)C3C=CC=CC=3)C=CC=2)OC2C(P(C3C=CC=CC=3)C3C=CC=CC=3)=CC=CC1=2>C1C=CC(/C=C/C(/C=C/C2C=CC=CC=2)=O)=CC=1.C1C=CC(/C=C/C(/C=C/C2C=CC=CC=2)=O)=CC=1.C1C=CC(/C=C/C(/C=C/C2C=CC=CC=2)=O)=CC=1.[Pd].[Pd].O1CCOCC1>[Cl:21][C:19]1[CH:20]=[C:15]([NH:13][C:10]2[N:11]=[N:12][C:7]([C:4]3[CH:3]=[CH:2][N:1]=[CH:6][CH:5]=3)=[CH:8][CH:9]=2)[C:16](=[O:22])[NH:17][N:18]=1 |f:2.3.4,6.7.8.9.10|. Reported procedure: A 25-mL three-neck round-bottomed flask equipped with a reflux condenser, magnetic stirrer and nitrogen inlet was charged with 6c (170 mg, 0.98 mmol), 4-bromo-6-chloropyridazin-3(2H)-one (411 mg, 1.97 mmol), cesium carbonate (956 mg, 8.61 mmol), and 1,4-dioxane (7 mL). After bubbling nitrogen through the resulting suspension for 30 min, Xantphos (48 mg, 0.08 mmol) and tris(dibenzylideneacetone)dipalladium(0) (45 mg, 0.05 mmol) were added, and the reaction mixture was heated for 16 h in a 130° C.... Starting materials: C(CCC)OB(OCCCC)OCCCC (boric acid tri-butyl ester), C(CCC)[Li] (n-Butyl lithium), BrC1=C(SC(=C1)Br)C (3,5-dibromo-2-methylthiophene). Solvent: CCCCCC (hexane), CCOCC (ether). Reaction conditions: time 30 minute. Product: BrC1=C(SC(=C1)B(O)O)C (3-bromo-2-methyl-5-thienylboronic acid). RXN SMILES: C([Li])CCC.[Br:6][C:7]1[CH:11]=[C:10](Br)[S:9][C:8]=1[CH3:13].C([O:18][B:19](OCCCC)[O:20]CCCC)CCC>CCCCCC.CCOCC>[Br:6][C:7]1[CH:11]=[C:10]([B:19]([OH:20])[OH:18])[S:9][C:8]=1[CH3:13]. Procedure: n-Butyl lithium in hexane is added to a stirred solution of compound 2 in dry ether (150 mL) at −78° C. under argon atmosphere. After stirring for 30 min, boric acid tri-butyl ester is quickly added to the reaction mixture. The mixture is extracted with 4% aq. NaOH (100 mL), the extract is collected and neutralized by with 10% HCl. The solid residue is washed, filtrated, and dried. Compound 3 is obtained as a yellowish solid. M.p. 229° C. The reactants are CN(CCCC(=O)O)C(=O)OCc1ccccc1, C1CCOC1, ClCCCl, COc1cc(N)c(N)cc1OC, CCN(C(C)C)C(C)C, Cl, Cl, [Na+], O=C([O-])O, On1nnc2ccccc21. As a reaction SMILES: [CH2:1]([c:2]1[cH:3][cH:4][cH:5][cH:6][cH:7]1)[O:8][C:9](=[O:10])[N:11]([CH2:12][CH2:13][CH2:14][C:15](=[O:16])[OH:17])[CH3:18].[CH2:57]1[O:58][CH2:59][CH2:60][CH2:61]1.[CH2:62]([Cl:63])[CH2:64][Cl:65].[CH3:40][O:41][c:42]1[cH:43][c:44]([NH2:51])[c:45]([NH2:50])[cH:46][c:47]1[O:48][CH3:49].[CH:19]([N:20]([CH2:21][CH3:22])[CH:23]([CH3:24])[CH3:25])([CH3:26])[CH3:27].[ClH:38].[ClH:39].[Na+:56].[O-:52][C:53]([OH:54])=[O:55].[OH:28][n:29]1[c:30]2[c:31]([cH:32][cH:33][cH:34][cH:35]2)[n:36][n:37]1>>[CH2:1]([c:2]1[cH:3][cH:4][cH:5][cH:6][cH:7]1)[O:8][C:9](=[O:10])[N:11]([CH2:12][CH2:13][CH2:14][C:15](=[O:17])[NH:50][c:45]1[c:44]([NH2:51])[cH:43][c:42]([O:41][CH3:40])[c:47]([O:48][CH3:49])[cH:46]1)[CH3:18]. Yields the product COc1cc(N)c(NC(=O)CCCN(C)C(=O)OCc2ccccc2)cc1OC. Reactants: COC(=O)CBr, O=C([O-])[O-], CCCCc1oc2ccccc2c1-c1ncc(-c2ccc3cc(O)ccc3c2)o1, [K+], [K+], CN(C)C=O. The product is CCCCc1oc2ccccc2c1-c1ncc(-c2ccc3cc(OCC(=O)OC)ccc3c2)o1. As a reaction SMILES: [Br:30][CH2:31][C:32](=[O:33])[O:34][CH3:35].[C:36](=[O:37])([O-:38])[O-:39].[CH2:1]([CH2:2][CH2:3][CH3:4])[c:5]1[o:6][c:7]2[c:8]([c:9]1-[c:10]1[o:11][c:12](-[c:15]3[cH:16][c:17]4[cH:18][cH:19][c:20]([OH:25])[cH:21][c:22]4[cH:23][cH:24]3)[cH:13][n:14]1)[cH:26][cH:27][cH:28][cH:29]2.[K+:40].[K+:41].[O:42]=[CH:43][N:44]([CH3:45])[CH3:46]>>[CH2:1]([CH2:2][CH2:3][CH3:4])[c:5]1[o:6][c:7]2[c:8]([c:9]1-[c:10]1[o:11][c:12](-[c:15]3[cH:16][c:17]4[cH:18][cH:19][c:20]([O:25][CH2:31][C:32](=[O:33])[O:34][CH3:35])[cH:21][c:22]4[cH:23][cH:24]3)[cH:13][n:14]1)[cH:26][cH:27][cH:28][cH:29]2. Starting materials: CCOC(=O)c1ccc(C(F)(F)F)cc1-c1ccc(OC)c(OC)c1, CCO, [Na+], [OH-]. The product is COc1ccc(-c2cc(C(F)(F)F)ccc2C(=O)O)cc1OC. Reaction SMILES: [CH3:1][O:2][c:3]1[cH:4][c:5](-[c:11]2[c:12]([C:13](=[O:14])[O:15][CH2:16][CH3:17])[cH:18][cH:19][c:20]([C:22]([F:23])([F:24])[F:25])[cH:21]2)[cH:6][cH:7][c:8]1[O:9][CH3:10].[CH3:28][CH2:29][OH:30].[Na+:27].[OH-:26]>>[CH3:1][O:2][c:3]1[cH:4][c:5](-[c:11]2[c:12]([C:13](=[O:14])[OH:15])[cH:18][cH:19][c:20]([C:22]([F:23])([F:24])[F:25])[cH:21]2)[cH:6][cH:7][c:8]1[O:9][CH3:10]. Reactants: C=C(C)OC(=O)Cl, C1CCOC1, Nc1cc(Oc2ccc([N+](=O)[O-])c3ccccc23)ncn1. The product is C=C(C)OC(=O)Nc1cc(Oc2ccc([N+](=O)[O-])c3ccccc23)ncn1. RXN SMILES: [C:22]([O:23][C:24](=[CH2:25])[CH3:26])(=[O:27])[Cl:28].[CH2:29]1[O:30][CH2:31][CH2:32][CH2:33]1.[N+:1](=[O:2])([O-:3])[c:4]1[cH:5][cH:6][c:7]([O:14][c:15]2[cH:16][c:17]([NH2:21])[n:18][cH:19][n:20]2)[c:8]2[cH:9][cH:10][cH:11][cH:12][c:13]12>>[N+:1](=[O:2])([O-:3])[c:4]1[cH:5][cH:6][c:7]([O:14][c:15]2[cH:16][c:17]([NH:21][C:22]([O:23][C:24](=[CH2:25])[CH3:26])=[O:27])[n:18][cH:19][n:20]2)[c:8]2[cH:9][cH:10][cH:11][cH:12][c:13]12. Starting materials: CNC, CCN=C=NCCCN(C)C, CN(C)C=O, Cl, Cc1ccc(CC2CN(CC#CCN3CCOCC3C(=O)O)CCN2C(=O)c2cc(C(F)(F)F)cc(C(F)(F)F)c2)cc1C, C1CCOC1, On1nnc2ccccc21. Yields the product Cc1ccc(CC2CN(CC#CCN3CCOCC3C(=O)N(C)C)CCN2C(=O)c2cc(C(F)(F)F)cc(C(F)(F)F)c2)cc1C. As a reaction SMILES: [CH3:1][NH:2][CH3:3].[CH3:59][N:60]([CH3:61])[CH2:62][CH2:63][CH2:64][N:65]=[C:66]=[N:67][CH2:68][CH3:69].[CH3:70][N:71]([CH3:72])[CH:73]=[O:74].[ClH:58].[F:4][C:5]([c:6]1[cH:7][c:8]([C:9](=[O:10])[N:11]2[CH:12]([CH2:30][c:31]3[cH:32][c:33]([CH3:38])[c:34]([CH3:37])[cH:35][cH:36]3)[CH2:13][N:14]([CH2:17][C:18]#[C:19][CH2:20][N:21]3[CH:22]([C:27](=[O:28])[OH:29])[CH2:23][O:24][CH2:25][CH2:26]3)[CH2:15][CH2:16]2)[cH:39][c:40]([C:42]([F:43])([F:44])[F:45])[cH:41]1)([F:46])[F:47].[O:75]1[CH2:76][CH2:77][CH2:78][CH2:79]1.[OH:48][n:49]1[c:50]2[cH:51][cH:52][cH:53][cH:54][c:55]2[n:56][n:57]1>>[CH3:1][N:2]([CH3:3])[C:27]([CH:22]1[N:21]([CH2:20][C:19]#[C:18][CH2:17][N:14]2[CH2:13][CH:12]([CH2:30][c:31]3[cH:32][c:33]([CH3:38])[c:34]([CH3:37])[cH:35][cH:36]3)[N:11]([C:9]([c:8]3[cH:7][c:6]([C:5]([F:4])([F:46])[F:47])[cH:41][c:40]([C:42]([F:43])([F:44])[F:45])[cH:39]3)=[O:10])[CH2:16][CH2:15]2)[CH2:26][CH2:25][O:24][CH2:23]1)=[O:29]. The reactants are C1=CC=CC=C1 (benzene), 1.36, ClC1=C(C(=O)C=2C=NN(C2O)C)C=CC(=C1)Cl (4-(2,4-dichlorobenzoyl)-1-methyl-5-hydroxypyrazole), C(C)(=O)C1=CC=C(CBr)C=C1 (p-acetylbenzylbromide). Solvent: C(C)N(CC)CC (triethylamine). The product is ClC1=C(C(=O)C=2C=NN(C2OCC2=CC=C(C=C2)C(C)=O)C)C=CC(=C1)Cl (4-(2,4-dichlorobenzoyl)-1-methyl-5-(p-acetylbenzyloxy)pyrazole). Isolated yield 83.0%. As a reaction SMILES: C1C=CC=CC=1.[Cl:7][C:8]1[CH:22]=[C:21]([Cl:23])[CH:20]=[CH:19][C:9]=1[C:10]([C:12]1[CH:13]=[N:14][N:15]([CH3:18])[C:16]=1[OH:17])=[O:11].[C:24]([C:27]1[CH:34]=[CH:33][C:30]([CH2:31]Br)=[CH:29][CH:28]=1)(=[O:26])[CH3:25]>C(N(CC)CC)C>[Cl:7][C:8]1[CH:22]=[C:21]([Cl:23])[CH:20]=[CH:19][C:9]=1[C:10]([C:12]1[CH:13]=[N:14][N:15]([CH3:18])[C:16]=1[O:17][CH2:31][C:30]1[CH:33]=[CH:34][C:27]([C:24](=[O:26])[CH3:25])=[CH:28][CH:29]=1)=[O:11]. Procedure details: In 30 ml of dry benzene containing 0.50 g (0.005 mol) of triethylamine was dissolved 1.36 (0.005 mol) of 4-(2,4-dichlorobenzoyl)-1-methyl-5-hydroxypyrazole, and then 1.07 g (0.005 mol) of p-acetylbenzylbromide was added thereto. The resulting mixture was heated under reflux for 3 hours. After cooling the reaction mixture, the salt precipitated was filtered off and the solvent was distilled off therefrom under reduced pressure. The resulting oil was purified through column chromatography on silic... The reactants are [OH-].[Na+] (NaOH), N([C@@H](CC(C)C)C(=O)N[C@@H](CC(C)C)C(=O)NC(CCCC)C(=O)C(=O)OCC)C(=O)OCC1=CC=CC=C1 (N-Cbz-L-Leu-L-Leu-DL-Nle-CO2Et), Cl (HCl). The solvent is CO (methanol). Run at temperature 0 celsius, time 6 hour. The product is N([C@@H](CC(C)C)C(=O)N[C@@H](CC(C)C)C(=O)NC(CCCC)C(=O)O)C(=O)OCC1=CC=CC=C1 (N-Cbz-L-Leu-L-Leu-DL-Nle-CO2H). RXN SMILES: [NH:1]([C:30]([O:32][CH2:33][C:34]1[CH:39]=[CH:38][CH:37]=[CH:36][CH:35]=1)=[O:31])[C@H:2]([C:7]([NH:9][C@H:10]([C:15]([NH:17][CH:18]([C:23](C(OCC)=O)=[O:24])[CH2:19][CH2:20][CH2:21][CH3:22])=[O:16])[CH2:11][CH:12]([CH3:14])[CH3:13])=[O:8])[CH2:3][CH:4]([CH3:6])[CH3:5].[OH-:40].[Na+].Cl>CO>[NH:1]([C:30]([O:32][CH2:33][C:34]1[CH:39]=[CH:38][CH:37]=[CH:36][CH:35]=1)=[O:31])[C@H:2]([C:7]([NH:9][C@H:10]([C:15]([NH:17][CH:18]([C:23]([OH:24])=[O:40])[CH2:19][CH2:20][CH2:21][CH3:22])=[O:16])[CH2:11][CH:12]([CH3:13])[CH3:14])=[O:8])[CH2:3][CH:4]([CH3:6])[CH3:5] |f:1.2|. Procedure: To a stirred solution of N-Cbz-L-Leu-L-Leu-DL-Nle-CO2Et (1.0 eq), as prepared in Example 5, in methanol at R.T. is added 1 N NaOH (1.1 eq). The mixture is stirred for 6 h. The reaction mixture is cooled to 0° C., acidified with 1 N HCl (pH=3) and extracted with EA. The organic extracts are washed with water, dried (MgSO4), filtered and concentrated to give a crude residue. Trituration with hexane and drying in vacuo gives the title compound, N-Cbz-L-Leu-L-Leu-DL-Nle-CO2H.